Dataset: the Open Reaction Database (ORD), a public repository of structured organic reaction records. Task: describe an organic reaction: reactants, conditions, products, and yield Starting materials: C(C1=CC=CC=C1)N1CC(OCC1)C(CC1=C(C=CC=C1)C(F)(F)F)(O)C1=CC=CC=C1 (1-(4-Benzyl-morpholin-2-yl)-1-phenyl-2-(2-trifluoromethyl-phenyl)-ethanol), C(=O)[O-].[NH4+] (ammonium formate). Reagents/catalysts: [Pd] (palladium on charcoal). The solvent is C(C)O (ethanol). Yields the product N1C[C@@H](OCC1)[C@@](CC1=C(C=CC=C1)C(F)(F)F)(O)C1=CC=CC=C1 ((S,R) 1-Morpholin-2-yl-1-phenyl-2-(2-trifluoromethyl-phenyl)-ethanol). Isolated yield 94.6%. As a reaction SMILES: C([N:8]1[CH2:13][CH2:12][O:11][CH:10]([C:14]([C:27]2[CH:32]=[CH:31][CH:30]=[CH:29][CH:28]=2)([OH:26])[CH2:15][C:16]2[CH:21]=[CH:20][CH:19]=[CH:18][C:17]=2[C:22]([F:25])([F:24])[F:23])[CH2:9]1)C1C=CC=CC=1.C([O-])=O.[NH4+]>C(O)C.[Pd]>[NH:8]1[CH2:13][CH2:12][O:11][C@@H:10]([C@:14]([C:27]2[CH:32]=[CH:31][CH:30]=[CH:29][CH:28]=2)([OH:26])[CH2:15][C:16]2[CH:21]=[CH:20][CH:19]=[CH:18][C:17]=2[C:22]([F:25])([F:23])[F:24])[CH2:9]1 |f:1.2|. Procedure details: To a solution of 1-(4-Benzyl-morpholin-2-yl)-1-phenyl-2-(2-trifluoromethyl-phenyl)-ethanol (352 mg, 1 equiv.) in ethanol (15 mL) at room temperature under nitrogen atmosphere was added ammonium formate (507 mg g, 10 equiv.) followed by addition of palladium on charcoal (10%, 355 mg.). The reaction mixture was heated to reflux for 1 hour, cooled to room temperature and then filtered through Celite. All volatiles were evaporated under vacuum to give 265 mg of the title compound as white solid (94%...